From a dataset of the Open Reaction Database (ORD), a public repository of structured organic reaction records. describe an organic reaction: reactants, conditions, products, and yield Reactants: C(C)OC(C1=CC=C(C=C1)O)=O (4-hydroxybenzoic acid ethyl ester), ClC1=NC=CN=C1Cl (2,3-dichloropyrazine), C([O-])([O-])=O.[Cs+].[Cs+] (cesium carbonate). The solvent is CS(=O)C (DMSO). Run at temperature 70 celsius. The product is ClC=1C(=NC=CN1)OC1=CC=C(C(=O)OCC)C=C1 (ethyl 4-(3-chloropyrazin-2-yloxy)benzoate). As a reaction SMILES: [CH2:1]([O:3][C:4](=[O:12])[C:5]1[CH:10]=[CH:9][C:8]([OH:11])=[CH:7][CH:6]=1)[CH3:2].[Cl:13][C:14]1[C:19](Cl)=[N:18][CH:17]=[CH:16][N:15]=1.C(=O)([O-])[O-].[Cs+].[Cs+]>CS(C)=O>[Cl:13][C:14]1[C:19]([O:11][C:8]2[CH:9]=[CH:10][C:5]([C:4]([O:3][CH2:1][CH3:2])=[O:12])=[CH:6][CH:7]=2)=[N:18][CH:17]=[CH:16][N:15]=1 |f:2.3.4|. Procedure: To a solution of 4-hydroxybenzoic acid ethyl ester (55.21 g, 332.3 mmol) and 2,3-dichloropyrazine (49.50 g, 332.3 mmol) in DMSO (300 mL) was added cesium carbonate (129.9 g, 398.7 mmol). The mixture was heated to 70° C. until the starting material was consumed. The mixture was cooled to RT, diluted with water and DCM, the layers were separated and the aqueous layer was extracted with DCM (2×). The combined organics were washed with brine, dried over Na2SO4, filtered and concentrated. The crude m... The reactants are ClC1=CC(=CC=C1)C(=O)OO (3-chloroperbenzoic acid), COC1=CC=C(C=C1)C=1N=C(NC1C1=CC=C(C=C1)OC)SC1=CC=C(C=C1)C(C)(C)C (4,5-bis(4-methoxyphenyl)-2-(4-tert-butylphenylthio)imidazole). Solvent: ClCCl (dichloromethane), ClCCl (dichloromethane). Reaction conditions: time 3 hour. Product: COC1=CC=C(C=C1)C=1N=C(NC1C1=CC=C(C=C1)OC)S(=O)C1=CC=C(C=C1)C(C)(C)C (4,5-bis(4-methoxyphenyl)-2-(4-tert-butylphenylsulfinyl)imidazole). Isolated yield 90.5%. As a reaction SMILES: ClC1C=CC=C(C(OO)=[O:9])C=1.[CH3:12][O:13][C:14]1[CH:19]=[CH:18][C:17]([C:20]2[N:21]=[C:22]([S:33][C:34]3[CH:39]=[CH:38][C:37]([C:40]([CH3:43])([CH3:42])[CH3:41])=[CH:36][CH:35]=3)[NH:23][C:24]=2[C:25]2[CH:30]=[CH:29][C:28]([O:31][CH3:32])=[CH:27][CH:26]=2)=[CH:16][CH:15]=1>ClCCl>[CH3:32][O:31][C:28]1[CH:29]=[CH:30][C:25]([C:24]2[N:23]=[C:22]([S:33]([C:34]3[CH:39]=[CH:38][C:37]([C:40]([CH3:43])([CH3:42])[CH3:41])=[CH:36][CH:35]=3)=[O:9])[NH:21][C:20]=2[C:17]2[CH:16]=[CH:15][C:14]([O:13][CH3:12])=[CH:19][CH:18]=2)=[CH:26][CH:27]=1. Procedure: A solution of 2.164 g of 3-chloroperbenzoic acid (80%) in 150 ml of dichloromethane is added dropwise to a solution of 4.45 g of 4,5-bis(4-methoxyphenyl)-2-(4-tert-butylphenylthio)imidazole in 100 ml of dichloromethane. The solution is stirred for 3 hours at room temperature, washed with sodium bicarbonate solution, dried over sodium sulfate, and concentrated to dryness under vacuum. The residue is chromatographed on 150 g of silica gel with acetone/hexane, thus producing 4.17 g of 4,5-bis(4-met...